This data is from the Open Reaction Database (ORD), a public repository of structured organic reaction records. The task is: describe an organic reaction: reactants, conditions, products, and yield Starting materials: Cl (hydrochloric acid), [OH-].[Na+] (sodium hydroxide), NC1=CC=C(C=C1)S (4-aminothiophenol), Cl (hydrochloric acid), ClC(=O)OC (methyl chloroformate), solution, C[O-].[Na+] (sodium methoxide). The solvent is CO (methanol), CO (methanol). Run at time 2 hour. The product is SC1=CC=C(C=C1)NC(OC)=O (Methyl N-(4-mercaptophenyl)carbamate). Yield: 32.0%. RXN SMILES: [OH-].[Na+].[NH2:3][C:4]1[CH:9]=[CH:8][C:7]([SH:10])=[CH:6][CH:5]=1.Cl[C:12]([O:14][CH3:15])=[O:13].Cl.C[O-].[Na+]>CO>[SH:10][C:7]1[CH:8]=[CH:9][C:4]([NH:3][C:12](=[O:13])[O:14][CH3:15])=[CH:5][CH:6]=1 |f:0.1,5.6|. Reported procedure: 17.4 ml of a 10% aqueous sodium hydroxide solution were carefully added to 2.40 g of 4-aminothiophenol at room temperature and 3.27 ml of methyl chloroformate were added dropwise to the resulting mixture. The reaction mixture was then stirred at room temperature for 2 hours, at the end of which time the reaction mixture was acidified with 1.5 ml of 4N hydrochloric acid, and the resulting mixture was extracted with methylene: chloride. The resulting extract was washed with water and then dried ov... Starting materials: Oc1n[nH]cc1-c1ccc(Br)cc1, CC(=O)OC(C)=O, O, c1ccncc1. Yields the product CC(=O)n1cc(-c2ccc(Br)cc2)c(O)n1. Reaction SMILES: [Br:1][c:2]1[cH:3][cH:4][c:5](-[c:8]2[c:9]([OH:13])[n:10][nH:11][cH:12]2)[cH:6][cH:7]1.[CH3:14][C:15](=[O:16])[O:17][C:18](=[O:19])[CH3:20].[OH2:21].[cH:22]1[cH:23][cH:24][n:25][cH:26][cH:27]1>>[Br:1][c:2]1[cH:3][cH:4][c:5](-[c:8]2[c:9]([OH:13])[n:10][n:11]([C:15]([CH3:14])=[O:16])[cH:12]2)[cH:6][cH:7]1. Reactants: FC1=C(C=CC(=C1)F)C(CC=1C=NC=CC1)=O (1-(2,4-Difluorophenyl)-2-(pyridin-3-yl)ethanone), IC (iodomethane). The product is FC1=C(C=CC(=C1)F)C(C(C)C=1C=NC=CC1)=O (1-(2,4-Difluorophenyl)-2-(pyridin-3-yl)propan-1-one). Isolated yield 73.6%. Reaction SMILES: [F:1][C:2]1[CH:7]=[C:6]([F:8])[CH:5]=[CH:4][C:3]=1[C:9](=[O:17])[CH2:10][C:11]1[CH:12]=[N:13][CH:14]=[CH:15][CH:16]=1.I[CH3:19]>>[F:1][C:2]1[CH:7]=[C:6]([F:8])[CH:5]=[CH:4][C:3]=1[C:9](=[O:17])[CH:10]([C:11]1[CH:12]=[N:13][CH:14]=[CH:15][CH:16]=1)[CH3:19]. Reported procedure: Methylation of the product of part (i) (5.0 g) with iodomethane (7.60 g) according to the method of Example 11(ii) gave the title compound as an oil (3.90 g) which was used directly in the next stage. Reactants: N (ammonia), C(CCCCCCCCCCC)N (lauryl amine), [H][H] (hydrogen), alcohol. Reagents/catalysts: catalyst ( K ), catalyst ( G ). Yields the product C(CCCCCCCCCCC)NCCCCCCCCCCCC (dilauryl amine). As a reaction SMILES: N.[H][H].[CH2:4]([NH2:16])[CH2:5][CH2:6][CH2:7][CH2:8][CH2:9][CH2:10][CH2:11][CH2:12][CH2:13][CH2:14][CH3:15]>>[CH2:4]([NH:16][CH2:15][CH2:14][CH2:13][CH2:12][CH2:11][CH2:10][CH2:9][CH2:8][CH2:7][CH2:6][CH2:5][CH3:4])[CH2:5][CH2:6][CH2:7][CH2:8][CH2:9][CH2:10][CH2:11][CH2:12][CH2:13][CH2:14][CH3:15]. Reported procedure: The same procedure as in Example 13 was repeated except for using the catalyst (K) produced in Preparation Example 10 in place of the catalyst (G), flowing ammonia and hydrogen through the autoclave at rates of 13.1 g (0.77 mol)/h and 4.3 L (0.19 mol)/h, respectively, thereby conducting the reaction for 6 h. The resultant reaction product was analyzed in the same manner as in Example 7. As a result, it was confirmed that the conversion of the raw alcohol was 65.5%, the selectivity to lauryl amin... Starting materials: ClCCl, CCOC(C)=O, CON=C(C(=O)NC1C(=O)N2C(C(=O)OC(c3ccccc3)c3ccccc3)=C(CC=O)CSC12)c1csc(NC(c2ccccc2)(c2ccccc2)c2ccccc2)n1, Cl, c1ccc(OP(Oc2ccccc2)Oc2ccccc2)cc1. Product: CON=C(C(=O)NC1C(=O)N2C(C(=O)OC(c3ccccc3)c3ccccc3)=C(CC(Cl)Cl)CSC12)c1csc(NC(c2ccccc2)(c2ccccc2)c2ccccc2)n1. As a reaction SMILES: [CH2:84]([Cl:85])[Cl:86].[CH3:87][CH2:88][O:89][C:90](=[O:91])[CH3:92].[CH:1]([c:2]1[cH:3][cH:4][cH:5][cH:6][cH:7]1)([c:8]1[cH:9][cH:10][cH:11][cH:12][cH:13]1)[O:14][C:15](=[O:16])[C:17]1=[C:24]([CH2:25][CH:26]=[O:27])[CH2:23][S:22][CH:21]2[N:18]1[C:19](=[O:60])[CH:20]2[NH:28][C:29]([C:30]([c:31]1[n:32][c:33]([NH:36][C:37]([c:38]2[cH:39][cH:40][cH:41][cH:42][cH:43]2)([c:44]2[cH:45][cH:46][cH:47][cH:48][cH:49]2)[c:50]2[cH:51][cH:52][cH:53][cH:54][cH:55]2)[s:34][cH:35]1)=[N:56][O:57][CH3:58])=[O:59].[Cl:61].[P:62]([O:63][c:64]1[cH:65][cH:66][cH:67][cH:68][cH:69]1)([O:70][c:71]1[cH:72][cH:73][cH:74][cH:75][cH:76]1)[O:77][c:78]1[cH:79][cH:80][cH:81][cH:82][cH:83]1>>[CH:1]([c:2]1[cH:3][cH:4][cH:5][cH:6][cH:7]1)([c:8]1[cH:9][cH:10][cH:11][cH:12][cH:13]1)[O:14][C:15](=[O:16])[C:17]1=[C:24]([CH2:25][CH:84]([Cl:85])[Cl:86])[CH2:23][S:22][CH:21]2[N:18]1[C:19](=[O:60])[CH:20]2[NH:28][C:29]([C:30]([c:31]1[n:32][c:33]([NH:36][C:37]([c:38]2[cH:39][cH:40][cH:41][cH:42][cH:43]2)([c:44]2[cH:45][cH:46][cH:47][cH:48][cH:49]2)[c:50]2[cH:51][cH:52][cH:53][cH:54][cH:55]2)[s:34][cH:35]1)=[N:56][O:57][CH3:58])=[O:59]. Reactants: CCOC(=O)CC, O=C1OCc2ccccc21, C[O-], CO, N#Cc1cccc(C=O)c1, [Na+]. The product is N#Cc1cccc(C2C(=O)c3ccccc3C2=O)c1. RXN SMILES: [C:24]([O:25][CH2:26][CH3:27])(=[O:28])[CH2:29][CH3:30].[C:4]1(=[O:5])[O:6][CH2:7][c:8]2[cH:9][cH:10][cH:11][cH:12][c:13]21.[CH3:1][O-:2].[CH3:31][OH:32].[CH:14](=[O:15])[c:16]1[cH:17][c:18]([C:19]#[N:20])[cH:21][cH:22][cH:23]1.[Na+:3]>>[C:4]1(=[O:5])[c:13]2[c:8]([cH:9][cH:10][cH:11][cH:12]2)[C:7](=[O:6])[CH:14]1[c:16]1[cH:17][c:18]([C:19]#[N:20])[cH:21][cH:22][cH:23]1. The reactants are B (Borane), C1(=CC=CC=C1)[C@@H]1[C@H](NCC1)C(=O)O ((2S,3R)-3-phenylpyrrolidine-2-carboxylic acid). Solvent: O1CCCC1 (tetrahydrofuran), O1CCCC1 (tetrahydrofuran). Run at time 1 hour. The product is C1(=CC=CC=C1)[C@@H]1[C@H](NCC1)CO ([(2S,3R)-3-phenylpyrrolidin-2-yl]methanol). As a reaction SMILES: B.[C:2]1([C@H:8]2[CH2:12][CH2:11][NH:10][C@@H:9]2[C:13](O)=[O:14])[CH:7]=[CH:6][CH:5]=[CH:4][CH:3]=1>O1CCCC1>[C:2]1([C@H:8]2[CH2:12][CH2:11][NH:10][C@@H:9]2[CH2:13][OH:14])[CH:3]=[CH:4][CH:5]=[CH:6][CH:7]=1. Procedure: Borane in tetrahydrofuran (1.0 M, 1.0 mL) was added to (2S,3R)-3-phenylpyrrolidine-2-carboxylic acid (30.0 mg, 0.000157 mol) in tetrahydrofuran (1.0 mL, 0.012 mol) at rt. After stirring for 1 h the solvent was evaporated under reduced pressure and the residue was azeotroped with methanol (3×2 mL) to afford the desired product, which was directly used in next step reaction without further purification. Starting materials: IC1=C(C=CC(=C1)C(C)(CC(C)(C)C)C)OCOC (2-iodo-1-(methoxymethoxy)-4-(2,4,4-trimethylpentan-2-yl)benzene), C(C)(C)(C)C=1C=CC=2NC3=CC=CC(=C3C2C1)C(C)(C)C (3,5-di-t-butylcarbazole), [O-]P(=O)([O-])[O-].[K+].[K+].[K+] (K3PO4), CNCCNC (N,N′-dimethylethylenediamine), C1(=CC=CC=C1)C (toluene). Reagents/catalysts: [Cu]I (CuI). The solvent is C1CCOC1 (THF). Product: C(C)(C)(C)C=1C=CC=2N(C3=CC=C(C=C3C2C1)C(C)(C)C)C1=C(C=CC(=C1)C(C)(CC(C)(C)C)C)OCOC (3,6-di-tert-butyl-9-(2-(methoxymethoxy)-5-(2,4,4-trimethylpentan-2-yl)phenyl)-9H-carbazole). RXN SMILES: I[C:2]1[CH:7]=[C:6]([C:8]([CH3:15])([CH2:10][C:11]([CH3:14])([CH3:13])[CH3:12])[CH3:9])[CH:5]=[CH:4][C:3]=1[O:16][CH2:17][O:18][CH3:19].[C:20]([C:24]1[CH:25]=[CH:26][C:27]2[NH:28][C:29]3[C:34]([C:35]=2[CH:36]=1)=[C:33](C(C)(C)C)[CH:32]=[CH:31][CH:30]=3)([CH3:23])([CH3:22])[CH3:21].[O-]P([O-])([O-])=O.[K+].[K+].[K+].CNCCNC.[C:55]1([CH3:61])[CH:60]=CC=C[CH:56]=1>C1COCC1.[Cu]I>[C:20]([C:24]1[CH:25]=[CH:26][C:27]2[N:28]([C:2]3[CH:7]=[C:6]([C:8]([CH3:15])([CH2:10][C:11]([CH3:14])([CH3:13])[CH3:12])[CH3:9])[CH:5]=[CH:4][C:3]=3[O:16][CH2:17][O:18][CH3:19])[C:29]3[C:34]([C:35]=2[CH:36]=1)=[CH:33][C:32]([C:55]([CH3:61])([CH3:60])[CH3:56])=[CH:31][CH:30]=3)([CH3:21])([CH3:22])[CH3:23] |f:2.3.4.5|. Procedure: Heat a mixture of 4.96 g (13.18 mmol) of 2-iodo-1-(methoxymethoxy)-4-(2,4,4-trimethylpentan-2-yl)benzene (P3), Preparation 3; 3.68 g (13.18 mmol) of 3,5-di-t-butylcarbazole (P1), Preparation 1; 0.53 g (2.6 mmol) of CuI, 8.42 g (39.54 mmol) of K3PO4, and 0.63 g (4.13 mmol) of N,N′-dimethylethylenediamine in 25 mL of toluene under nitrogen atmosphere to reflux and reflux for 24 hours. Cool the reaction mixture, dilute it with 25 mL of THF, and filter to remove solid. Concentrate the filtrate to gi...